From a dataset of the Open Reaction Database (ORD), a public repository of structured organic reaction records. describe an organic reaction: reactants, conditions, products, and yield Reaction SMILES: [C:16](=[O:17])([O-:18])[O-:19].[CH3:23][N+:24]([CH3:25])=[CH2:26].[CH3:28][c:29]1[cH:30][cH:31][cH:32][cH:33][cH:34]1.[I-:22].[K+:20].[K+:21].[OH2:27].[OH:1][c:2]1[cH:3][cH:4][c:5]([CH2:8][CH:9]([C:10](=[O:11])[O:12][CH2:13][CH3:14])[CH3:15])[cH:6][cH:7]1>>[OH:1][c:2]1[cH:3][cH:4][c:5]([CH2:8][CH:9]([C:10](=[O:11])[O:12][CH2:13][CH3:14])[CH3:15])[cH:6][c:7]1[CH2:26][N:24]([CH3:23])[CH3:25]. Reactants: O=C([O-])[O-], C=[N+](C)C, Cc1ccccc1, [I-], [K+], [K+], O, CCOC(=O)C(C)Cc1ccc(O)cc1. The product is CCOC(=O)C(C)Cc1ccc(O)c(CN(C)C)c1. Reactants: CCOc1cc(OC2CCN(C)CC2)c(F)c(C(Nc2ccc(C(=N)NC(=O)OC(C)(C)C)cc2)C(=O)O)c1, O=CO, O. The product is CCOc1cc(OC2CCN(C)CC2)c(F)c(C(Nc2ccc(C(=N)N)cc2)C(=O)O)c1. Reaction SMILES: [C:1]([O:2][C:3](=[O:4])[NH:8][C:9]([c:10]1[cH:11][cH:12][c:13]([NH:16][CH:17]([C:18](=[O:19])[OH:20])[c:21]2[c:22]([F:38])[c:23]([O:30][CH:31]3[CH2:32][CH2:33][N:34]([CH3:37])[CH2:35][CH2:36]3)[cH:24][c:25]([O:27][CH2:28][CH3:29])[cH:26]2)[cH:14][cH:15]1)=[NH:39])([CH3:5])([CH3:6])[CH3:7].[CH:40]([OH:41])=[O:42].[OH2:43]>>[NH:8]=[C:9]([c:10]1[cH:11][cH:12][c:13]([NH:16][CH:17]([C:18](=[O:19])[OH:20])[c:21]2[c:22]([F:38])[c:23]([O:30][CH:31]3[CH2:32][CH2:33][N:34]([CH3:37])[CH2:35][CH2:36]3)[cH:24][c:25]([O:27][CH2:28][CH3:29])[cH:26]2)[cH:14][cH:15]1)[NH2:39]. Starting materials: O=[N+]([O-])c1c(F)cccc1OCc1ccccc1, CCO, Cl, Cl[Sn]Cl. Yields the product Nc1c(F)cccc1OCc1ccccc1. As a reaction SMILES: [CH2:1]([c:2]1[cH:3][cH:4][cH:5][cH:6][cH:7]1)[O:8][c:9]1[c:10]([N+:16]([O-:17])=[O:18])[c:11]([F:15])[cH:12][cH:13][cH:14]1.[CH3:23][CH2:24][OH:25].[ClH:22].[Sn:19]([Cl:20])[Cl:21]>>[CH2:1]([c:2]1[cH:3][cH:4][cH:5][cH:6][cH:7]1)[O:8][c:9]1[c:10]([NH2:16])[c:11]([F:15])[cH:12][cH:13][cH:14]1. Starting materials: CCOC(C)=O, [N-]=[N+]=[N-], [N-]=[N+]=NCC(F)(F)c1ccccn1. Yields the product NCC(F)(F)c1ccccn1. RXN SMILES: [CH3:17][CH2:18][O:19][C:20](=[O:21])[CH3:22].[N-:14]=[N+:15]=[N-:16].[N:1](=[N+:2]=[N-:3])[CH2:4][C:5]([F:6])([F:7])[c:8]1[n:9][cH:10][cH:11][cH:12][cH:13]1>>[NH2:1][CH2:4][C:5]([F:6])([F:7])[c:8]1[n:9][cH:10][cH:11][cH:12][cH:13]1. The yield is 72.9%. Solvent: FC(C(=O)O)(F)F (trifluoroacetic acid). Yields the product ClC1=CC=C(C=C1)C1=C(C=2C(NCCC2N1C1=C(C=C(C=C1)Cl)Cl)=O)C (2-(4-chlorophenyl)-1-(2,4-dichlorophenyl)-3-methyl-1,5,6,7-tetrahydro-4H-pyrrolo[3,2-c]pyridin-4-one). Reaction SMILES: [Cl:1][C:2]1[CH:7]=[CH:6][C:5]([C:8]2[N:16]([C:17]3[CH:22]=[CH:21][C:20]([Cl:23])=[CH:19][C:18]=3[Cl:24])[C:15]3[CH2:14][CH2:13][N:12](CC4C=CC(OC)=CC=4OC)[C:11](=[O:36])[C:10]=3[C:9]=2[CH3:37])=[CH:4][CH:3]=1>FC(F)(F)C(O)=O>[Cl:1][C:2]1[CH:3]=[CH:4][C:5]([C:8]2[N:16]([C:17]3[CH:22]=[CH:21][C:20]([Cl:23])=[CH:19][C:18]=3[Cl:24])[C:15]3[CH2:14][CH2:13][NH:12][C:11](=[O:36])[C:10]=3[C:9]=2[CH3:37])=[CH:6][CH:7]=1. Reported procedure: A solution of 2-(4-chlorophenyl)-1-(2,4-dichlorophenyl)-5-(2,4-dimethoxybenzyl)-3-methyl-1,5,6,7-tetrahydro-4H-pyrrolo[3,2-c]pyridin-4-one (1.13 g, 2.03 mmol, Table 2, entry 176) in trifluoroacetic acid (40 mL) was heated at reflux temperature for 2 h. Trifluoroacetic acid was removed by evaporation under reduced pressure, and the residue was purified by silica gel chromatography. Elution first with 50% ethyl acetate in hexane followed by ethyl acetate gave a yellow solid (600 mg, 73%). LC-MS m/... Starting materials: ClC1=CC=C(C=C1)C1=C(C=2C(N(CCC2N1C1=C(C=C(C=C1)Cl)Cl)CC1=C(C=C(C=C1)OC)OC)=O)C (2-(4-chlorophenyl)-1-(2,4-dichlorophenyl)-5-(2,4-dimethoxybenzyl)-3-methyl-1,5,6,7-tetrahydro-4H-pyrrolo[3,2-c]pyridin-4-one). Reactants: C1CCOC1, CCOC(=O)CC1CCc2cc(OCCCOc3ccc(-c4ccsc4)cc3OC)ccc21, CCO, [Li+], [OH-], O. Yields the product COc1cc(-c2ccsc2)ccc1OCCCOc1ccc2c(c1)CCC2CC(=O)O. RXN SMILES: [CH2:39]1[O:40][CH2:41][CH2:42][CH2:43]1.[CH3:1][O:2][c:3]1[c:4]([O:5][CH2:6][CH2:7][CH2:8][O:9][c:10]2[cH:11][c:12]3[c:16]([cH:17][cH:18]2)[CH:15]([CH2:19][C:20](=[O:21])[O:22][CH2:23][CH3:24])[CH2:14][CH2:13]3)[cH:25][cH:26][c:27](-[c:29]2[cH:30][s:31][cH:32][cH:33]2)[cH:28]1.[CH3:36][CH2:37][OH:38].[Li+:35].[OH-:34].[OH2:44]>>[CH3:1][O:2][c:3]1[c:4]([O:5][CH2:6][CH2:7][CH2:8][O:9][c:10]2[cH:11][c:12]3[c:16]([cH:17][cH:18]2)[CH:15]([CH2:19][C:20](=[O:21])[OH:22])[CH2:14][CH2:13]3)[cH:25][cH:26][c:27](-[c:29]2[cH:30][s:31][cH:32][cH:33]2)[cH:28]1.